The task is: describe an organic reaction: reactants, conditions, products, and yield. This data is from the Open Reaction Database (ORD), a public repository of structured organic reaction records. Reactants: CCO, [H][H], NC1=NC2(COC1)c1cc(-c3cccnc3F)ccc1Oc1c(F)cc(C3=CCOCC3)cc12. Yields the product NC1=NC2(COC1)c1cc(-c3cccnc3F)ccc1Oc1c(F)cc(C3CCOCC3)cc12. RXN SMILES: [CH3:37][CH2:38][OH:39].[H:35][H:36].[O:1]1[CH2:2][CH2:3][C:4]([c:7]2[cH:8][c:9]3[c:10]([c:11]([F:13])[cH:12]2)[O:14][c:15]2[cH:16][cH:17][c:18](-[c:28]4[c:29]([F:34])[n:30][cH:31][cH:32][cH:33]4)[cH:19][c:20]2[C:21]32[CH2:22][O:23][CH2:24][C:25]([NH2:27])=[N:26]2)=[CH:5][CH2:6]1>>[O:1]1[CH2:2][CH2:3][CH:4]([c:7]2[cH:8][c:9]3[c:10]([c:11]([F:13])[cH:12]2)[O:14][c:15]2[cH:16][cH:17][c:18](-[c:28]4[c:29]([F:34])[n:30][cH:31][cH:32][cH:33]4)[cH:19][c:20]2[C:21]32[CH2:22][O:23][CH2:24][C:25]([NH2:27])=[N:26]2)[CH2:5][CH2:6]1. Reactants: CCOC(C)=O, CC(=O)OC(C)=O, OCC1CCC=CO1, c1ccncc1. RXN SMILES: [CH3:22][CH2:23][O:24][C:25](=[O:26])[CH3:27].[CH3:9][C:10](=[O:11])[O:12][C:13](=[O:14])[CH3:15].[O:1]1[CH:2]([CH2:7][OH:8])[CH2:3][CH2:4][CH:5]=[CH:6]1.[cH:16]1[cH:17][cH:18][n:19][cH:20][cH:21]1>>[O:1]1[CH:2]([CH2:7][O:8][C:10]([CH3:9])=[O:11])[CH2:3][CH2:4][CH:5]=[CH:6]1. Product: CC(=O)OCC1CCC=CO1.